This data is from the Open Reaction Database (ORD), a public repository of structured organic reaction records. The task is: describe an organic reaction: reactants, conditions, products, and yield Starting materials: CCCCCCc1ccc(-c2c(O)c(C(C)=O)nn2C)cc1, CN(C)C=O, Cl, NNC(=S)Nc1ccc(C(=O)O)cc1, O. The product is CCCCCCc1ccc(-c2c(O)c(C(C)=NNC(=S)Nc3ccc(C(=O)O)cc3)nn2C)cc1. As a reaction SMILES: [CH2:1]([CH2:2][CH2:3][CH2:4][CH2:5][CH3:6])[c:7]1[cH:8][cH:9][c:10](-[c:13]2[c:14]([OH:22])[c:15]([C:19]([CH3:20])=[O:21])[n:16][n:17]2[CH3:18])[cH:11][cH:12]1.[CH3:37][N:38]([CH3:39])[CH:40]=[O:41].[ClH:42].[NH:23]([NH2:24])[C:25](=[S:26])[NH:27][c:28]1[cH:29][cH:30][c:31]([C:32](=[O:33])[OH:34])[cH:35][cH:36]1.[OH2:43]>>[CH2:1]([CH2:2][CH2:3][CH2:4][CH2:5][CH3:6])[c:7]1[cH:8][cH:9][c:10](-[c:13]2[c:14]([OH:22])[c:15]([C:19]([CH3:20])=[N:24][NH:23][C:25](=[S:26])[NH:27][c:28]3[cH:29][cH:30][c:31]([C:32](=[O:33])[OH:34])[cH:35][cH:36]3)[n:16][n:17]2[CH3:18])[cH:11][cH:12]1. The reactants are ClCCCl, COc1cccc(C(=O)O)c1F, CN(C)C=O, O, On1nnc2ccccc21, Nc1c[nH]nc1-c1nc2ccccc2[nH]1. Product: COc1cccc(C(=O)Nc2c[nH]nc2-c2nc3ccccc3[nH]2)c1F. As a reaction SMILES: [CH2:28]([Cl:29])[CH2:30][Cl:31].[F:1][c:2]1[c:3]([C:4](=[O:5])[OH:6])[cH:7][cH:8][cH:9][c:10]1[O:11][CH3:12].[O:42]=[CH:43][N:44]([CH3:45])[CH3:46].[OH2:47].[OH:32][n:33]1[c:34]2[c:35]([cH:36][cH:37][cH:38][cH:39]2)[n:40][n:41]1.[nH:13]1[c:14](-[c:22]2[n:23][nH:24][cH:25][c:26]2[NH2:27])[n:15][c:16]2[c:17]1[cH:18][cH:19][cH:20][cH:21]2>>[F:1][c:2]1[c:3]([C:4](=[O:6])[NH:27][c:26]2[c:22](-[c:14]3[n:13][c:17]4[c:16]([nH:15]3)[cH:21][cH:20][cH:19][cH:18]4)[n:23][nH:24][cH:25]2)[cH:7][cH:8][cH:9][c:10]1[O:11][CH3:12].